Dataset: the Open Reaction Database (ORD), a public repository of structured organic reaction records. Task: describe an organic reaction: reactants, conditions, products, and yield The reactants are ClC1=NC2=CC=CC=C2C(=C1[N+](=O)[O-])NCC(C=C)(O)C (4-[(2-Chloro-3-nitro-4-quinolinyl)amino]-3-methyl-1-butene-3-ol). The reagents and catalysts are [Pt] (platinum on carbon). The solvent is C(C)O (ethanol). Product: NC=1C(=NC2=CC=CC=C2C1NCC(O)(C)CC)Cl ((3-Amino-2-chloro-4-quinolinylamino]-α-ethyl-α-methylethanol). Yield: 67.4%. RXN SMILES: [Cl:1][C:2]1[C:11]([N+:12]([O-])=O)=[C:10]([NH:15][CH2:16][C:17]([CH3:21])([OH:20])[CH:18]=[CH2:19])[C:9]2[C:4](=[CH:5][CH:6]=[CH:7][CH:8]=2)[N:3]=1>[Pt].C(O)C>[NH2:12][C:11]1[C:2]([Cl:1])=[N:3][C:4]2[C:9]([C:10]=1[NH:15][CH2:16][C:17]([CH2:18][CH3:19])([CH3:21])[OH:20])=[CH:8][CH:7]=[CH:6][CH:5]=2. Procedure details: 4-[(2-Chloro-3-nitro-4-quinolinyl)amino]-3-methyl-1-butene-3-ol (10.8 g, 0.035 mole, Example 118) was combined with ethanol (300 mL) and 0.5 g 5% platinum on carbon. The mixture was hydrogenated on a Parr apparatus. The reaction mixture was filtered through celite and the filtrate was concentrated to provide an oil. The oil was purified by silica gel column chromatography. An attempt to crystallize the purified oil using ethanol and water produced an oil. The mixture was concentrated under vacuu... Reactants: CCOP(=O)(NCCc1ccc(Br)s1)OCC, CC(C)OC(C)C, Cl, NP(=O)([O-])[O-]. The product is NCCc1ccc(Br)s1, Cl. Reaction SMILES: [Br:1][c:2]1[cH:3][cH:4][c:5]([CH2:7][CH2:8][NH:9][P:10](=[O:11])([O:12][CH2:13][CH3:14])[O:15][CH2:16][CH3:17])[s:6]1.[CH:18]([O:19][CH:20]([CH3:21])[CH3:22])([CH3:23])[CH3:24].[ClH:25].[NH2:26][P:27](=[O:28])([O-:29])[O-:30]>>[Br:1][c:2]1[cH:3][cH:4][c:5]([CH2:7][CH2:8][NH2:9])[s:6]1.[ClH:25].